Dataset: the Open Reaction Database (ORD), a public repository of structured organic reaction records. Task: describe an organic reaction: reactants, conditions, products, and yield The reactants are C1(=CC=CC=C1)N(C1=CC=CC=C1)C1=CC=C(C=C1)C1=CC=C(C2=NNN=C21)C2=CC=C(C=C2)N(C2=CC=CC=C2)C2=CC=CC=C2 (4,7-bis(4-(N,N-diphenylamino)phenyl)-2H-benzo[d][1,2,3]triazole), ClC1=NC=CC=N1 (2-chloropyrimidine), [H-].[Na+] (NaH), CN(C=O)C (dimethlyformamide). The solvent is O (water). Conditions: temperature 120 celsius. Yields the product C1(=CC=CC=C1)N(C1=CC=CC=C1)C1=CC=C(C=C1)C1=CC=C(C2=NN(N=C21)C2=NC=CC=N2)C2=CC=C(C=C2)N(C2=CC=CC=C2)C2=CC=CC=C2 (4,7-bis(4-(N,N-diphenylamino)phenyl)-2-(pyrimidin-2-yl)-2H-benzo[d][1,2,3]triazole). Reaction SMILES: [C:1]1([N:7]([C:14]2[CH:19]=[CH:18][C:17]([C:20]3[C:28]4[C:24](=[N:25][NH:26][N:27]=4)[C:23]([C:29]4[CH:34]=[CH:33][C:32]([N:35]([C:42]5[CH:47]=[CH:46][CH:45]=[CH:44][CH:43]=5)[C:36]5[CH:41]=[CH:40][CH:39]=[CH:38][CH:37]=5)=[CH:31][CH:30]=4)=[CH:22][CH:21]=3)=[CH:16][CH:15]=2)[C:8]2[CH:13]=[CH:12][CH:11]=[CH:10][CH:9]=2)[CH:6]=[CH:5][CH:4]=[CH:3][CH:2]=1.Cl[C:49]1[N:54]=[CH:53][CH:52]=[CH:51][N:50]=1.[H-].[Na+].CN(C)C=O>O>[C:8]1([N:7]([C:14]2[CH:15]=[CH:16][C:17]([C:20]3[C:28]4[C:24](=[N:25][N:26]([C:49]5[N:54]=[CH:53][CH:52]=[CH:51][N:50]=5)[N:27]=4)[C:23]([C:29]4[CH:34]=[CH:33][C:32]([N:35]([C:36]5[CH:37]=[CH:38][CH:39]=[CH:40][CH:41]=5)[C:42]5[CH:43]=[CH:44][CH:45]=[CH:46][CH:47]=5)=[CH:31][CH:30]=4)=[CH:22][CH:21]=3)=[CH:18][CH:19]=2)[C:1]2[CH:2]=[CH:3][CH:4]=[CH:5][CH:6]=2)[CH:13]=[CH:12][CH:11]=[CH:10][CH:9]=1 |f:2.3|. Procedure: A mixture of Intermediate D (500 mg, 0.82 mmol), 2-chloropyrimidine (343 mg, 3.0 mmol), 60% NaH (60 mg, 1.5 mmol), and dimethlyformamide (10 mL) was stirred under argon and heated at 120° C. for 20 hours. The reaction mixture was poured into water (100 mL) and extracted with dichloromethane (4×100 mL). The extract was dried over anhydrous sodium sulfate, the volatiles were removed under reduced pressure, and the residue was chromatographed using silica gel and dichloromethane/ethyl acetate (95:5... Starting materials: BrCC1CCCCC1, CCOC(C)=O, CN(C)C=O, OCC(C1CCCCC1)n1c(-c2ccc(Cl)cc2)nc2cc(F)c(F)cc21, [H-], [Na+]. Product: Fc1cc2nc(-c3ccc(Cl)cc3)n(C(COCC3CCCCC3)C3CCCCC3)c2cc1F. RXN SMILES: [Br:30][CH2:31][CH:32]1[CH2:33][CH2:34][CH2:35][CH2:36][CH2:37]1.[CH3:38][CH2:39][O:40][C:41](=[O:42])[CH3:43].[CH3:44][N:45]([CH3:46])[CH:47]=[O:48].[Cl:1][c:2]1[cH:3][cH:4][c:5](-[c:8]2[n:9][c:10]3[c:11]([n:12]2[CH:13]([CH2:14][OH:15])[CH:16]2[CH2:17][CH2:18][CH2:19][CH2:20][CH2:21]2)[cH:22][c:23]([F:27])[c:24]([F:26])[cH:25]3)[cH:6][cH:7]1.[H-:28].[Na+:29]>>[Cl:1][c:2]1[cH:3][cH:4][c:5](-[c:8]2[n:9][c:10]3[c:11]([n:12]2[CH:13]([CH2:14][O:15][CH2:31][CH:32]2[CH2:33][CH2:34][CH2:35][CH2:36][CH2:37]2)[CH:16]2[CH2:17][CH2:18][CH2:19][CH2:20][CH2:21]2)[cH:22][c:23]([F:27])[c:24]([F:26])[cH:25]3)[cH:6][cH:7]1. The solvent is CO (methanol), Cl (hydrogen chloride), O (water). Reported procedure: To a stirred solution of the aldehyde (3.03 g, 0.01 mol) and methyl methylsulphinylmethyl sulphide (1.29 g, 0.01 mol) in dry THF (8 ml) at room temperature was added dropwise a solution of Triton B (2.5 ml, 40% in methanol). The resultant solution was heated to reflux for 1 hour, cooled and then diluted with water. Extraction with dichloromethane followed by drying and evaporation yielded a yellow oil which was dissolved in methanolic hydrogen chloride (100 ml) and allowed to stand overnight. Th... Reactants: O(C1=CC=CC=C1)C=1C=C(OC2=NC=CC=C2C=O)C=CC1 (2-(3-phenoxyphenoxy)-3-formylpyridine), CS(=O)CSC (methyl methylsulphinylmethyl sulphide), C1CCOC1 (THF), resultant solution. Product: O(C1=CC=CC=C1)C=1C=C(OC2=NC=CC=C2CC(=O)OC)C=CC1 (methyl 2-(3-phenoxyphenoxy)pyrid-3-ylacetate). RXN SMILES: [O:1]([C:8]1[CH:9]=[C:10]([CH:20]=[CH:21][CH:22]=1)[O:11][C:12]1[C:17]([CH:18]=O)=[CH:16][CH:15]=[CH:14][N:13]=1)[C:2]1[CH:7]=[CH:6][CH:5]=[CH:4][CH:3]=1.CS(CSC)=[O:25].C1[CH2:33][O:32][CH2:31]C1>CO.O.Cl>[O:1]([C:8]1[CH:9]=[C:10]([CH:20]=[CH:21][CH:22]=1)[O:11][C:12]1[C:17]([CH2:18][C:31]([O:32][CH3:33])=[O:25])=[CH:16][CH:15]=[CH:14][N:13]=1)[C:2]1[CH:7]=[CH:6][CH:5]=[CH:4][CH:3]=1. Reaction conditions: time 8 hour.